The task is: describe an organic reaction: reactants, conditions, products, and yield. This data is from the Open Reaction Database (ORD), a public repository of structured organic reaction records. The reactants are Cc1ccc(C(=O)Nc2ccc(S(=O)(=O)NCC(=O)OC(C)(C)C)cc2)cc1, O, O=C(O)C(F)(F)F. Product: Cc1ccc(C(=O)Nc2ccc(S(=O)(=O)NCC(=O)O)cc2)cc1. As a reaction SMILES: [C:1]([CH3:2])([CH3:3])([CH3:4])[O:5][C:6]([CH2:7][NH:8][S:9](=[O:10])(=[O:11])[c:12]1[cH:13][cH:14][c:15]([NH:18][C:19](=[O:20])[c:21]2[cH:22][cH:23][c:24]([CH3:27])[cH:25][cH:26]2)[cH:16][cH:17]1)=[O:28].[OH2:36].[OH:29][C:30]([C:31]([F:32])([F:33])[F:34])=[O:35]>>[O:5]=[C:6]([CH2:7][NH:8][S:9](=[O:10])(=[O:11])[c:12]1[cH:13][cH:14][c:15]([NH:18][C:19](=[O:20])[c:21]2[cH:22][cH:23][c:24]([CH3:27])[cH:25][cH:26]2)[cH:16][cH:17]1)[OH:28]. The reactants are compounds 35, C(#N)C1=C(SC=2CNCCC21)NC(C=CC=2C=NC=CC2)=O (N-(3-cyano-4,5,6,7-tetrahydro-thieno[2,3-c]pyridin-2-yl)-3-(pyridin-3-yl)-acrylamide), C(#N)C1=C(SC=2CNCCC21)NC(C=CC=2C=NC=CC2)=O (N-(3-cyano-4,5,6,7-tetrahydro-thieno[2,3-c]pyridin-2-yl)-3-(pyridin-3-yl)-acrylamide), C(#N)C1=C(SC=2CNCCC21)NC(C=CC2=CC=CC=C2)=O (N-(3-cyano-4,5,6,7-tetrahydro-thieno[2,3-c]pyridin-2-yl)-3-phenyl-acrylamide), C(#N)C1=C(SC=2CNCCC21)NC(C=CC2=CC=CC=C2)=O (N-(3-cyano-4,5,6,7-tetrahydro-thieno[2,3-c]pyridin-2-yl)-3-phenyl-acrylamide), ClC(=S)OCC (ethyl chlorothioformate). Product: C(C)(=O)N1CC2=C(CC1)C(=C(S2)NC(\C=C\C2=CC=CC=C2)=O)C#N ((E)-N-(6-Acetyl-3-cyano-4,5,6,7-tetrahydro-thieno[2,3-c]pyridin-2-yl)-3-phenyl-acrylamide). As a reaction SMILES: [C:1]([C:3]1[C:11]2[CH2:10][CH2:9][NH:8][CH2:7][C:6]=2[S:5][C:4]=1[NH:12][C:13](=[O:22])[CH:14]=[CH:15][C:16]1[CH:21]=[CH:20][CH:19]=[CH:18][CH:17]=1)#[N:2].C(C1C2CCNCC=2SC=1N[C:35](=[O:44])[CH:36]=CC1C=NC=CC=1)#N.ClC(OCC)=S>>[C:35]([N:8]1[CH2:9][CH2:10][C:11]2[C:3]([C:1]#[N:2])=[C:4]([NH:12][C:13](=[O:22])/[CH:14]=[CH:15]/[C:16]3[CH:21]=[CH:20][CH:19]=[CH:18][CH:17]=3)[S:5][C:6]=2[CH2:7]1)(=[O:44])[CH3:36]. Procedure: The following compounds 35 and 36 can be prepared according to the general procedure F described below starting from N-(3-cyano-4,5,6,7-tetrahydro-thieno[2,3-c]pyridin-2-yl)-3-phenyl-acrylamide (compound B1) or N-(3-cyano-4,5,6,7-tetrahydro-thieno[2,3-c]pyridin-2-yl)-3-(pyridin-3-yl)-acrylamide (compound B2) and ethyl chlorothioformate. Starting materials: COCCOC, CS(=O)(=O)OCC1CC(OCc2ccccc2)C1, CCOCC, [I-], C1CCC2=NCCCN2CC1, [Na+], O. Product: C=C1CC(OCc2ccccc2)C1. As a reaction SMILES: [CH2:37]([CH2:38][O:39][CH3:40])[O:41][CH3:42].[CH3:14][S:15]([O:16][CH2:19][CH:20]1[CH2:21][CH:22]([O:24][CH2:25][c:26]2[cH:27][cH:28][cH:29][cH:30][cH:31]2)[CH2:23]1)(=[O:17])=[O:18].[CH3:32][CH2:33][O:34][CH2:35][CH3:36].[I-:2].[N:3]12[CH2:4][CH2:5][CH2:6][N:7]=[C:8]1[CH2:9][CH2:10][CH2:11][CH2:12][CH2:13]2.[Na+:1].[OH2:43]>>[CH2:19]=[C:20]1[CH2:21][CH:22]([O:24][CH2:25][c:26]2[cH:27][cH:28][cH:29][cH:30][cH:31]2)[CH2:23]1. Starting materials: O (Water), C(\C=C\CCC)O (trans-2-hexen-1-ol), [H-].[Na+] (sodium hydride), ClC=1C(=NSN1)C=1C=NC=CC1 (3-(4-chloro-1,2,5-thiadiazol-3-yl) pyridine). Run in O1CCCC1 (tetrahydrofuran), O1CCCC1 (tetrahydrofuran). Conditions: time 1 hour. Yields the product C(\C=C\CCC)OC=1C(=NSN1)C=1C=NC=CC1 (trans-3-(4-(2-hexenyloxy)-1,2,5-thiadiazol-3-yl) pyridine). RXN SMILES: [CH2:1]([OH:7])/[CH:2]=[CH:3]/[CH2:4][CH2:5][CH3:6].[H-].[Na+].Cl[C:11]1[C:12]([C:16]2[CH:17]=[N:18][CH:19]=[CH:20][CH:21]=2)=[N:13][S:14][N:15]=1.O>O1CCCC1>[CH2:1]([O:7][C:11]1[C:12]([C:16]2[CH:17]=[N:18][CH:19]=[CH:20][CH:21]=2)=[N:13][S:14][N:15]=1)/[CH:2]=[CH:3]/[CH2:4][CH2:5][CH3:6] |f:1.2|. Procedure: To a solution of trans-2-hexen-1-ol (900 mg, 9 mmol) and sodium hydride (310 mg, 9 mmol) in dry tetrahydrofuran was added a solution of 3-(4-chloro-1,2,5-thiadiazol-3-yl) pyridine (590 mg, 3 mmol) in dry tetrahydrofuran. The reaction mixture was stirred at room temperature for 1 h. Water was added and the mixture was extracted with ether. The ether phase was dried and evaporated to give the title compound. Starting materials: BrC1=CC=C(O1)C=O (5-bromo-2-furaldehyde), C([O-])([O-])=O.[K+].[K+] (potassium carbonate), CC1=C(C=CC=C1)B(O)O (2-methylphenyl boronic acid). Reagents/catalysts: [Br-].C(CCC)[N+](CCCC)(CCCC)CCCC (tetrabutylammonium bromide), C(C)(=O)[O-].[Pd+2].C(C)(=O)[O-] (palladium (II) acetate). Solvent: O (water), O (water), C(C)(=O)OCC (ethyl acetate). Conditions: temperature 25 celsius, time 16 hour. The product is CC1=C(C=CC=C1)C1=CC=C(O1)C=O (5-(2′-methylphenyl)-2-furaldehyde). The yield is 84.8%. RXN SMILES: Br[C:2]1[O:6][C:5]([CH:7]=[O:8])=[CH:4][CH:3]=1.C(=O)([O-])[O-].[K+].[K+].[CH3:15][C:16]1[CH:21]=[CH:20][CH:19]=[CH:18][C:17]=1B(O)O>[Br-].C([N+](CCCC)(CCCC)CCCC)CCC.O.C(OCC)(=O)C.C([O-])(=O)C.[Pd+2].C([O-])(=O)C>[CH3:15][C:16]1[CH:21]=[CH:20][CH:19]=[CH:18][C:17]=1[C:2]1[O:6][C:5]([CH:7]=[O:8])=[CH:4][CH:3]=1 |f:1.2.3,5.6,9.10.11|. Procedure: As illustrated in Scheme 1, to a mixture of 5-bromo-2-furaldehyde (2.0 g, 11.4 mmol), tetrabutylammonium bromide (3.7 g, 11.4 mmol), potassium carbonate (3.93 g, 28.5 mmol), 2-methylphenyl boronic acid (1.7 g, 12.5 mmol) and palladium (II) acetate (55.2 mg, 0.23 mmol) is added water (20 mL). The reaction mixture is then stirred vigorously for 16 hour at 25° C. Once complete, the reaction mixture is poured into a separatory funnel and diluted with water (50 mL) and ethyl acetate (150 mL). The org...